Dataset: the Open Reaction Database (ORD), a public repository of structured organic reaction records. Task: describe an organic reaction: reactants, conditions, products, and yield The reactants are COC1=CC2=CC3=C(C4=C(S3)C=CC=C4)C(=C2C=C1)C1=CC=C(C=C1)OC (8-methoxy-11-(4-methoxy-phenyl)-benzo[b]naphtho[2,3-d]thiophene), B(Br)(Br)Br (boron tribromide). Run in C(Cl)Cl (methylene chloride). Run at time 3.5 hour. Yields the product OC1=CC=C(C=C1)C1=C2C=CC(=CC2=CC2=C1C1=C(S2)C=CC=C1)O (11-(4-Hydroxy-phenyl)-benzo[b]naphtho[2,3-d]thiophen-8-ol). Reaction SMILES: C[O:2][C:3]1[CH:19]=[CH:18][C:17]2[C:5](=[CH:6][C:7]3[S:11][C:10]4[CH:12]=[CH:13][CH:14]=[CH:15][C:9]=4[C:8]=3[C:16]=2[C:20]2[CH:25]=[CH:24][C:23]([O:26]C)=[CH:22][CH:21]=2)[CH:4]=1.B(Br)(Br)Br>C(Cl)Cl>[OH:26][C:23]1[CH:24]=[CH:25][C:20]([C:16]2[C:8]3[C:9]4[CH:15]=[CH:14][CH:13]=[CH:12][C:10]=4[S:11][C:7]=3[CH:6]=[C:5]3[C:17]=2[CH:18]=[CH:19][C:3]([OH:2])=[CH:4]3)=[CH:21][CH:22]=1. Procedure details: To a cold (-75° C.) solution of 8-methoxy-11-(4-methoxy-phenyl)-benzo[b]naphtho[2,3-d]thiophene (1.92 g, 5.18 mmol) in anhydrous methylene chloride was added a solution of boron tribromide (1 M in methylene chloride, 6.74 mL, 6.74 mmol, 1.3 eq) dropwise over a period of 18 minutes. After stirring in the cold for 3.5 hours and at ambient temperature for approximately 19 hours the reaction mixture was quenched with water (100 mL), diluted with methylene chloride (50 mL) and the organics were extra... The reactants are C, CCOC(=O)COc1ccc(C(CN(C(=O)OCc2ccccc2)S(=O)(=O)c2ccc(Cl)cc2)c2cccnc2)cc1, CCO, [Pd]. The product is CCOC(=O)COc1ccc(C(CNS(=O)(=O)c2ccc(Cl)cc2)c2cccnc2)cc1. As a reaction SMILES: [C:46].[CH2:1]([O:2][C:3](=[O:4])[N:11]([S:12](=[O:13])(=[O:14])[c:15]1[cH:16][cH:17][c:18]([Cl:21])[cH:19][cH:20]1)[CH2:22][CH:23]([c:24]1[cH:25][n:26][cH:27][cH:28][cH:29]1)[c:30]1[cH:31][cH:32][c:33]([O:36][CH2:37][C:38](=[O:39])[O:40][CH2:41][CH3:42])[cH:34][cH:35]1)[c:5]1[cH:6][cH:7][cH:8][cH:9][cH:10]1.[CH3:43][CH2:44][OH:45].[Pd:47]>>[NH:11]([S:12](=[O:13])(=[O:14])[c:15]1[cH:16][cH:17][c:18]([Cl:21])[cH:19][cH:20]1)[CH2:22][CH:23]([c:24]1[cH:25][n:26][cH:27][cH:28][cH:29]1)[c:30]1[cH:31][cH:32][c:33]([O:36][CH2:37][C:38](=[O:39])[O:40][CH2:41][CH3:42])[cH:34][cH:35]1.